From a dataset of the Open Reaction Database (ORD), a public repository of structured organic reaction records. describe an organic reaction: reactants, conditions, products, and yield The reactants are C(C)OCCN1C(=NC2=C1C=CC=C2)CN2CCN(CCC2)CCCCN (1-(2-ethoxyethyl)-2-{4-(4-aminobutyl)homopiperazin-1-yl-methyl}benzimidazole), 2,5-dimethoxytetrahydrofuran hydrofuran, C(=O)(O)[O-].[Na+] (NaHCO3). Solvent: C(C)(=O)O (acetic acid). Yields the product C(C)OCCN1C(=NC2=C1C=CC=C2)CN2CCN(CCC2)CCCCN2C=CC=C2 (1-(2-ethoxyethyl)-2-{4-[4-(pyrrol-1-yl)butyl]homopiperazin-1-yl-methyl}benzimidazole). The yield is 188.9%. RXN SMILES: [CH2:1]([O:3][CH2:4][CH2:5][N:6]1[C:10]2[CH:11]=[CH:12][CH:13]=[CH:14][C:9]=2[N:8]=[C:7]1[CH2:15][N:16]1[CH2:22][CH2:21][CH2:20][N:19]([CH2:23][CH2:24][CH2:25][CH2:26][NH2:27])[CH2:18][CH2:17]1)[CH3:2].C([O-])(O)=O.[Na+]>C(O)(=O)C>[CH2:1]([O:3][CH2:4][CH2:5][N:6]1[C:10]2[CH:11]=[CH:12][CH:13]=[CH:14][C:9]=2[N:8]=[C:7]1[CH2:15][N:16]1[CH2:22][CH2:21][CH2:20][N:19]([CH2:23][CH2:24][CH2:25][CH2:26][N:27]2[CH:11]=[CH:10][CH:9]=[CH:14]2)[CH2:18][CH2:17]1)[CH3:2] |f:1.2|. Reported procedure: A solution of 2.98 g (8 mmol) of 1-(2-ethoxyethyl)-2-{4-(4-aminobutyl)homopiperazin-1-yl-methyl}benzimidazole and 1.06 g (8 mmol) of 2,5-dimethoxytetrahydrofuran hydrofuran in 30 ml of acetic acid is refluxed for 25 minutes. The mixture is cooled, poured into ice cold water, neutralised with NaHCO3 and extracted with chloroform. It is dried using Na2SO4 and evaporated to dryness under vacuum. 3.2 g of the crude compound are thus obtained which are purified on a silica chromatography column (elue...